This data is from the Open Reaction Database (ORD), a public repository of structured organic reaction records. The task is: describe an organic reaction: reactants, conditions, products, and yield The reactants are FC1=C(C(=O)O)C=C(C=C1)CC1=NNC(C(=C1)C(C(F)(F)F)(F)F)=O (2-Fluoro-5-{[6-oxo-5-(pentafluoroethyl)-1,6-dihydropyridazin-3-yl]methyl}benzoic acid), FC(C(=O)[O-])(F)F.C1(CCCC1)N1C(C[NH2+]CC1)=O (4-cyclopentyl-3-oxopiperazin-1-ium trifluoroacetate), CN(C)C(=[N+](C)C)ON1C2=C(C=CC=C2)N=N1.[B-](F)(F)(F)F (TBTU), CN1CCOCC1 (N-methyl-morpholine). Run in CN(C)C=O (DMF), C(Cl)Cl (DCM). The product is FC(C(=O)[O-])(F)F.C1(CCCC1)N1C(CN(CC1)C(=O)C=1C=C(CC=2C=C(C(N[NH+]2)=O)C(C(F)(F)F)(F)F)C=CC1F)=O (6-{3-[(4-Cyclopentyl-3-oxopiperazin-1-yl)carbonyl]-4-fluorobenzyl}-3-oxo-4-(pentafluoro ethyl)-2,3-dihydropyridazin-1-ium trifluoroacetate). Reaction SMILES: [F:1][C:2]1[CH:10]=[CH:9][C:8]([CH2:11][C:12]2[CH:17]=[C:16]([C:18]([F:24])([F:23])[C:19]([F:22])([F:21])[F:20])[C:15](=[O:25])[NH:14][N:13]=2)=[CH:7][C:3]=1[C:4]([OH:6])=O.[F:26][C:27]([F:32])([F:31])[C:28]([O-:30])=[O:29].[CH:33]1([N:38]2[CH2:43][CH2:42][NH2+:41][CH2:40][C:39]2=[O:44])[CH2:37][CH2:36][CH2:35][CH2:34]1.CN(C(ON1N=NC2C=CC=CC1=2)=[N+](C)C)C.[B-](F)(F)(F)F.CN1CCOCC1>CN(C=O)C.C(Cl)Cl>[F:26][C:27]([F:32])([F:31])[C:28]([O-:30])=[O:29].[CH:33]1([N:38]2[CH2:43][CH2:42][N:41]([C:4]([C:3]3[CH:7]=[C:8]([CH:9]=[CH:10][C:2]=3[F:1])[CH2:11][C:12]3[CH:17]=[C:16]([C:18]([F:24])([F:23])[C:19]([F:22])([F:21])[F:20])[C:15](=[O:25])[NH:14][NH+:13]=3)=[O:6])[CH2:40][C:39]2=[O:44])[CH2:37][CH2:36][CH2:35][CH2:34]1 |f:1.2,3.4,8.9|. Reported procedure: OO7, 4-cyclopentyl-3-oxopiperazin-1-ium trifluoroacetate (1 eq.), TBTU (1 eq.) and N-methyl-morpholine (2.2 eq.) were stirred for 2 h in DMF. The product was purified by preparative HPLC (water/MeCN, 0.1% TFA as eluents) and desired pooled product fractions were lyophilized to afford a white powder. The powder was dissolved in DCM and washed with sat. aq. NaHCO3. The organic phase was dried (Na2SO4), filtered and concentrated to dryness to afford the product as colourless oil. 1H-NMR (300 MHz, D... The reactants are NC1=CC(CC(C1)(C)C)=O (3-Amino-5,5-dimethyl-2-cyclohexen-1-one), CC1=CC=C(OC=2C=C(C=O)C=CC2)C=C1 (3-(4-methylphenoxy)benzaldehyde). The product is CC1(CC(C=2C(C=3C(CC(CC3NC2C1)(C)C)=O)C1=CC(=CC=C1)OC1=CC=C(C=C1)C)=O)C (3,4,6,7,9,10-hexahydro-3,3,6,6-tetramethyl-9-[3-(4-methylphenoxy)-phenyl]-1,8(2H,5H)-acridinedione). As a reaction SMILES: [NH2:1][C:2]1[CH2:7][C:6]([CH3:9])([CH3:8])[CH2:5][C:4](=[O:10])[CH:3]=1.[CH3:11][C:12]1[CH:26]=[CH:25][C:15]([O:16][C:17]2[CH:18]=[C:19]([CH:22]=[CH:23][CH:24]=2)[CH:20]=O)=[CH:14][CH:13]=1>>[CH3:8][C:6]1([CH3:9])[CH2:7][C:2]2[NH:1][C:2]3[CH2:7][C:6]([CH3:9])([CH3:8])[CH2:5][C:4](=[O:10])[C:3]=3[CH:20]([C:19]3[CH:22]=[CH:23][CH:24]=[C:17]([O:16][C:15]4[CH:25]=[CH:26][C:12]([CH3:11])=[CH:13][CH:14]=4)[CH:18]=3)[C:3]=2[C:4](=[O:10])[CH2:5]1. Procedure details: 3-Amino-5,5-dimethyl-2-cyclohexen-1-one was reacted with 3-(4-methylphenoxy)benzaldehyde in an analogous manner to that described in Example 1 to give 3,4,6,7,9,10-hexahydro-3,3,6,6-tetramethyl-9-[3-(4-methylphenoxy)-phenyl]-1,8(2H,5H)-acridinedione. Crystallization from ethanol gave a pale yellow crystalline solid of melting point 202-203° C. The reactants are CC(C)(C)C=1C=C(C=C(C1O)C(C)(C)C)SCCC=O (3-[[3,5-bis(1,1-dimethylethyl)-4-hydroxyphenyl]thio]propanal), C(=O)(OCC)C=P(C1=CC=CC=C1)(C1=CC=CC=C1)C1=CC=CC=C1 ((carbethoxymethylene)triphenylphosphorane), C1=CC=CC=C1 (benzene). Run at time 3 day. Yields the product CC(C)(C)C=1C=C(C=C(C1O)C(C)(C)C)SCCC=CC(=O)OCC (Ethyl 5-[[3,5-bis(1,1-dimethylethyl)-4-hydroxyphenyl]thio]-2-pentenoate). As a reaction SMILES: [CH3:1][C:2]([C:5]1[CH:6]=[C:7]([S:16][CH2:17][CH2:18]C=O)[CH:8]=[C:9]([C:12]([CH3:15])([CH3:14])[CH3:13])[C:10]=1[OH:11])([CH3:4])[CH3:3].[C:21]([CH:26]=P(C1C=CC=CC=1)(C1C=CC=CC=1)C1C=CC=CC=1)([O:23][CH2:24][CH3:25])=[O:22].[CH:46]1C=CC=CC=1>>[CH3:14][C:12]([C:9]1[CH:8]=[C:7]([S:16][CH2:17][CH2:18][CH:46]=[CH:26][C:21]([O:23][CH2:24][CH3:25])=[O:22])[CH:6]=[C:5]([C:2]([CH3:4])([CH3:1])[CH3:3])[C:10]=1[OH:11])([CH3:15])[CH3:13]. Procedure: Triethylamine (1.1 ml, 7.6 mmole) was added to a solution of 2,6-bis(1,1-dimethylethyl)-4-mercaptophenol (18.2 g, 76 mmole) in methanol (200 ml) and stirred for 30 minutes. Freshly distilled acrolein (12.8 g, 0.23 mole) was added and the solution stirred at room temperature. Chromatography on silica gave 3-[[3,5-bis(1,1-dimethylethyl)-4-hydroxyphenyl]thio]propanal. To a solution of the aldehyde (2.0 g, 6.8 mmole) in benzene (20 ml) under argon was added in one portion (carbethoxymethylene)triphe... The reactants are OCC(C(=O)O)(C)CO (3-hydroxy-2-hydroxymethyl-2-methyl-propionic acid), COC(C1=CC=CC=C1)OC (benzaldehyde dimethyl acetal), O.C1(=CC=C(C=C1)S(=O)(=O)O)C (para-toluenesulfonic acid monohydrate). The solvent is CC(=O)C (acetone). Run at time 4 hour. The product is CC1(COC(OC1)C1=CC=CC=C1)C(=O)O (5-methyl-2-phenyl-1,3-dioxinane-5-carboxylic acid). RXN SMILES: [OH:1][CH2:2][C:3]([CH2:8][OH:9])([CH3:7])[C:4]([OH:6])=[O:5].CO[CH:12](OC)[C:13]1[CH:18]=[CH:17][CH:16]=[CH:15][CH:14]=1.O.C1(C)C=CC(S(O)(=O)=O)=CC=1>CC(C)=O>[CH3:7][C:3]1([C:4]([OH:6])=[O:5])[CH2:8][O:9][CH:12]([C:13]2[CH:18]=[CH:17][CH:16]=[CH:15][CH:14]=2)[O:1][CH2:2]1 |f:2.3|. Procedure: Into a round bottom flask was added sequentially 3-hydroxy-2-hydroxymethyl-2-methyl-propionic acid (10.0 g, 74.5 mmol), acetone (75.0 mL), benzaldehyde dimethyl acetal (17.02 g, 111.0 mmol) and para-toluenesulfonic acid monohydrate (0.71 g, 3.7 mmol). The resulting mixture was stirred at ambient temperature for 4 h and then filtered. The filter cake was rinsed with cold acetone and dried under vacuum to give the title compound as a white solid. 1H NMR (CDCl3, 300 MHz) δ (ppm): 7.46-7.48 (m, 2H),...